From a dataset of the Open Reaction Database (ORD), a public repository of structured organic reaction records. describe an organic reaction: reactants, conditions, products, and yield The reactants are O (water), NC1=C(C=C(C=C1)Cl)CN1C(=CC(=C1)C)C(=O)OCC (ethyl 1-[(2-amino-5-chloro-phenyl)methyl]-4-methyl-pyrrole-2-carboxylate), CC(C)([O-])C.[K+] (potassium t-butoxide). Run in CS(=O)C (dimethyl sulfoxide), CS(=O)C (DMSO). Conditions: temperature 77.5 celsius, time 1.5 hour. The product is ClC=1C=CC2=C(CN3C(C(N2)=O)=CC(=C3)C)C1 (7-chloro-2-methyl-5,10-dihydro-11H-pyrrolo[2,1-c][1,4]benzodiazepin-11-one). Isolated yield 88.5%. RXN SMILES: [NH2:1][C:2]1[CH:7]=[CH:6][C:5]([Cl:8])=[CH:4][C:3]=1[CH2:9][N:10]1[CH:14]=[C:13]([CH3:15])[CH:12]=[C:11]1[C:16]([O:18]CC)=O.CC(C)([O-])C.[K+].O>CS(C)=O>[Cl:8][C:5]1[CH:6]=[CH:7][C:2]2[NH:1][C:16](=[O:18])[C:11]3=[CH:12][C:13]([CH3:15])=[CH:14][N:10]3[CH2:9][C:3]=2[CH:4]=1 |f:1.2|. Procedure details: To a solution of ethyl 1-[(2-amino-5-chloro-phenyl)methyl]-4-methyl-pyrrole-2-carboxylate (20 g, 68.3 mmoles) in dimethyl sulfoxide (60 mL) add potassium t-butoxide (8.4 g, 74.9 mmoles) in DMSO (40 mL) and heat the reaction mixture to 75-80° C. for 1-2 hr. Add water (200 mL) slowly, cool to room temperature, and stir for 1-2 hr. Filter the solids, wash the filtercake with water (75 mL), and transfer the solids to a clean reaction vessel. Add THF (100 mL) and heat the reaction mixture to 30-35° C... Yields the product CS(=O)(=O)N1CC(S)CC1CSCc1ccccc1. The reactants are COc1ccc(CSC2CC(CSCc3ccccc3)N(S(C)(=O)=O)C2)cc1, CC[SiH](CC)CC, CC[SiH](CC)CC, O=C(O)C(F)(F)F, O=C(O)C(F)(F)F. As a reaction SMILES: [CH2:15]([c:16]1[cH:17][cH:18][cH:19][cH:20][cH:21]1)[S:22][CH2:23][CH:24]1[N:25]([S:39](=[O:40])(=[O:41])[CH3:42])[CH2:26][CH:27]([S:29][CH2:30][c:31]2[cH:32][cH:33][c:34]([O:35][CH3:36])[cH:37][cH:38]2)[CH2:28]1.[CH2:43]([SiH:44]([CH2:45][CH3:46])[CH2:47][CH3:48])[CH3:49].[CH2:8]([SiH:9]([CH2:10][CH3:11])[CH2:12][CH3:13])[CH3:14].[F:1][C:2]([F:3])([F:4])[C:5]([OH:6])=[O:7].[F:50][C:51]([F:52])([F:53])[C:54]([OH:55])=[O:56]>>[CH2:15]([c:16]1[cH:17][cH:18][cH:19][cH:20][cH:21]1)[S:22][CH2:23][CH:24]1[N:25]([S:39](=[O:40])(=[O:41])[CH3:42])[CH2:26][CH:27]([SH:29])[CH2:28]1. The reactants are Cl.C(C1=CC=CC=C1)OC(=O)NCCCCC(C(=O)OCC)N[C@H]1CSC2=C(N(C1=O)CC(=O)OCC)C=CC=C2 (ethyl 3(R)-(5-benzyloxycarbonylamino-1-ethoxycarbonylpentyl)amino-4-oxo-2,3,4,5-tetrahydro-1,5-benzothiazepine-5-acetate.hydrochloride), O (Water). The solvent is C(C)O (ethanol), [OH-].[Na+] (sodium hydroxide). Run at time 1 hour. The product is C(C1=CC=CC=C1)OC(=O)NCCCCC(C(=O)O)N[C@H]1CSC2=C(N(C1=O)CC(=O)O)C=CC=C2 (3(R)-(5-benzyloxycarbonylamino-1-carboxypentyl)amino-4-oxo-2,3,4,5-tetrahydro-1,5-benzothiazepine-5-acetic acid). The yield is 85.8%. As a reaction SMILES: Cl.[CH2:2]([O:9][C:10]([NH:12][CH2:13][CH2:14][CH2:15][CH2:16][CH:17]([NH:23][C@@H:24]1[C:30](=[O:31])[N:29]([CH2:32][C:33]([O:35]CC)=[O:34])[C:28]2[CH:38]=[CH:39][CH:40]=[CH:41][C:27]=2[S:26][CH2:25]1)[C:18]([O:20]CC)=[O:19])=[O:11])[C:3]1[CH:8]=[CH:7][CH:6]=[CH:5][CH:4]=1.O>C(O)C.[OH-].[Na+]>[CH2:2]([O:9][C:10]([NH:12][CH2:13][CH2:14][CH2:15][CH2:16][CH:17]([NH:23][C@@H:24]1[C:30](=[O:31])[N:29]([CH2:32][C:33]([OH:35])=[O:34])[C:28]2[CH:38]=[CH:39][CH:40]=[CH:41][C:27]=2[S:26][CH2:25]1)[C:18]([OH:20])=[O:19])=[O:11])[C:3]1[CH:8]=[CH:7][CH:6]=[CH:5][CH:4]=1 |f:0.1,4.5|. Procedure: In a mixture of 3 ml of ethanol and 2 ml of 1N aqueous sodium hydroxide solution is dissolved 55 mg of ethyl 3(R)-(5-benzyloxycarbonylamino-1-ethoxycarbonylpentyl)amino-4-oxo-2,3,4,5-tetrahydro-1,5-benzothiazepine-5-acetate.hydrochloride as obtained in Example 50, and the solution is allowed to stand at room temperature for 1 hour. Water(50 ml) is added to the reaction solution, and after the mixture is extracted with 20 ml of ethyl ether, the aqueous layer is adjusted to pH 4 with 1N hydrochlor...